Dataset: the Open Reaction Database (ORD), a public repository of structured organic reaction records. Task: describe an organic reaction: reactants, conditions, products, and yield Reactants: C1COCCO1, Cl, CC(C)C(=O)OC(C)C(C)OC(=O)C(Cc1ccc(O)c(O)c1)NC(=O)OC(C)(C)C. Yields the product CC(C)C(=O)OC(C)C(C)OC(=O)C(N)Cc1ccc(O)c(O)c1. RXN SMILES: [CH2:33]1[O:34][CH2:35][CH2:36][O:37][CH2:38]1.[ClH:32].[OH:1][c:2]1[cH:3][c:4]([CH2:9][CH:10]([C:11](=[O:12])[O:13][CH:14]([CH:15]([CH3:16])[O:17][C:18]([CH:19]([CH3:20])[CH3:21])=[O:22])[CH3:23])[NH:24][C:25]([O:26][C:27]([CH3:28])([CH3:29])[CH3:30])=[O:31])[cH:5][cH:6][c:7]1[OH:8]>>[OH:1][c:2]1[cH:3][c:4]([CH2:9][CH:10]([C:11](=[O:12])[O:13][CH:14]([CH:15]([CH3:16])[O:17][C:18]([CH:19]([CH3:20])[CH3:21])=[O:22])[CH3:23])[NH2:24])[cH:5][cH:6][c:7]1[OH:8]. Starting materials: C(CCC)C1=NC2=C(N1CC1=CC=C(C=C1)C=1C(=CC=CC1)C(=O)OC(C)(C)C)C=C(C=C2)N(C(=O)N(C)C)C (tert.butyl 4'-[(2-n-butyl-6-(N-(dimethylaminocarbonyl)-methylamino)-benzimidazol-1-yl)-methyl]biphenyl-2-carboxylate), FC(C(=O)O)(F)F (trifluoroacetic acid). Product: C(CCC)C1=NC2=C(N1CC1=CC=C(C=C1)C=1C(=CC=CC1)C(=O)O)C=C(C=C2)N(C(=O)N(C)C)C (4'-[(2-n-Butyl-6-(N-(dimethylaminocarbonyl)-methylamino)-benzimidazol-1-yl)-methyl]biphenyl-2-carboxylic acid). Reaction SMILES: [CH2:1]([C:5]1[N:9]([CH2:10][C:11]2[CH:16]=[CH:15][C:14]([C:17]3[C:18]([C:23]([O:25]C(C)(C)C)=[O:24])=[CH:19][CH:20]=[CH:21][CH:22]=3)=[CH:13][CH:12]=2)[C:8]2[CH:30]=[C:31]([N:34]([CH3:40])[C:35]([N:37]([CH3:39])[CH3:38])=[O:36])[CH:32]=[CH:33][C:7]=2[N:6]=1)[CH2:2][CH2:3][CH3:4].FC(F)(F)C(O)=O>>[CH2:1]([C:5]1[N:9]([CH2:10][C:11]2[CH:12]=[CH:13][C:14]([C:17]3[C:18]([C:23]([OH:25])=[O:24])=[CH:19][CH:20]=[CH:21][CH:22]=3)=[CH:15][CH:16]=2)[C:8]2[CH:30]=[C:31]([N:34]([CH3:40])[C:35]([N:37]([CH3:39])[CH3:38])=[O:36])[CH:32]=[CH:33][C:7]=2[N:6]=1)[CH2:2][CH2:3][CH3:4]. Reported procedure: Prepared in analogous manner to Example 9 from tert.butyl 4'-[(2-n-butyl-6-(N-(dimethylaminocarbonyl)-methylamino)-benzimidazol-1-yl)-methyl]biphenyl-2-carboxylate and trifluoroacetic acid. Starting materials: ClC1=CC=C(CNC)C=C1 (4-chloro-N-methyl-benzylamine), N1=CC=CC=C1 (pyridine), C=C1CC(=O)O1 (diketene). Solvent: C1(=CC=CC=C1)C (toluene), O (water). Run at time 3 hour. Product: CN(C(C)=O)CC1=CC=C(C=C1)Cl (N-methyl-N-(4-chlorobenzyl)acetamide). Reaction SMILES: [Cl:1][C:2]1[CH:10]=[CH:9][C:5]([CH2:6][NH:7][CH3:8])=[CH:4][CH:3]=1.N1C=CC=CC=1.C=C1O[C:20](=[O:21])[CH2:19]1>C1(C)C=CC=CC=1.O>[CH3:8][N:7]([CH2:6][C:5]1[CH:9]=[CH:10][C:2]([Cl:1])=[CH:3][CH:4]=1)[C:20](=[O:21])[CH3:19]. Reported procedure: Dissolved in toluene was 3.1 g (0.02 mole) of 4-chloro-N-methyl-benzylamine, followed by an addition of a catalytic amount of pyridine and a further dropwise addition of 1.8 g (0.022 mole) of diketene at room temperature. After stirring the reaction mixture at room temperature for 3 hours, it was poured in water and then extracted with toluene. Subsequent to purification, N-methyl-N-(4-chlorobenzyl)acetamide was obtained in an oily form. Reactants: ClC1=C(C(=C(C=C1)NC(=S)NC1=C(C(=CC=C1)Cl)Cl)O)S(=O)(=O)N(C)C (N-[4-chloro-2-hydroxy-3-(N″,N″-dimethylaminosulfonyl)phenyl]-N′-(2,3dichlorophenyl)thiourea), [Si](C)(C)(C(C)(C)C)Cl (tert-butyldimethylsilyl chloride), N1C=NC=C1 (imidazole). Run in C1CCOC1 (THF). Reaction conditions: time 16 hour. Product: ClC1=C(C(=C(C=C1)NC(=S)NC1=C(C(=CC=C1)Cl)Cl)O[Si](C)(C)C(C)(C)C)S(=O)(=O)N(C)C (N-[4-Chloro2-tert-butyldimethylsilyloxy-3-(N″,N″-dimethylaminosulfonyl)phenyl]-N′-(2,3-dichlorophenyl)thiourea). The yield is 44.3%. RXN SMILES: [Cl:1][C:2]1[CH:7]=[CH:6][C:5]([NH:8][C:9]([NH:11][C:12]2[CH:17]=[CH:16][CH:15]=[C:14]([Cl:18])[C:13]=2[Cl:19])=[S:10])=[C:4]([OH:20])[C:3]=1[S:21]([N:24]([CH3:26])[CH3:25])(=[O:23])=[O:22].[Si:27](Cl)([C:30]([CH3:33])([CH3:32])[CH3:31])([CH3:29])[CH3:28].N1C=CN=C1>C1COCC1>[Cl:1][C:2]1[CH:7]=[CH:6][C:5]([NH:8][C:9]([NH:11][C:12]2[CH:17]=[CH:16][CH:15]=[C:14]([Cl:18])[C:13]=2[Cl:19])=[S:10])=[C:4]([O:20][Si:27]([C:30]([CH3:33])([CH3:32])[CH3:31])([CH3:29])[CH3:28])[C:3]=1[S:21]([N:24]([CH3:26])[CH3:25])(=[O:23])=[O:22]. Procedure: To a solution of N-[4-chloro-2-hydroxy-3-(N″,N″-dimethylaminosulfonyl)phenyl]-N′-(2,3dichlorophenyl)thiourea (440 mg, 1.07 mmol) in THF (20 mL), tert-butyldimethylsilyl chloride (730 mg, 4.85 mmol) and imidazole (132 mg, 1.94 mmol) were added. The reaction mixture was stirred at room temperature for 16 hours. Then it was partitioned between ethyl acetate and water. The combined organic phase was dried and concentrated. Chromatography of the residue on silica gel (30% Ethyl acetate/Hexane) gave d... The reactants are CN1[C@@H](CCC1)CO ((S)-(-)-1-Methyl-2-pyrrolidine methanol), [H-].[Na+] (NaH), BrC=1SC=CN1 (2-bromothiazole). The product is CN1[C@@H](CCC1)COC=1SC=CN1 (2-(1-methyl-2-(S)-pyrrolidinylmethoxy)-thiazole). The yield is 73.8%. RXN SMILES: [CH3:1][N:2]1[CH2:6][CH2:5][CH2:4][C@H:3]1[CH2:7][OH:8].[H-].[Na+].Br[C:12]1[S:13][CH:14]=[CH:15][N:16]=1>>[CH3:1][N:2]1[CH2:6][CH2:5][CH2:4][C@H:3]1[CH2:7][O:8][C:12]1[S:13][CH:14]=[CH:15][N:16]=1 |f:1.2|. Reported procedure: (S)-(-)-1-Methyl-2-pyrrolidine methanol (484 mg, 4.2 mmol) was reacted with NaH ((80% dispersion in mineral oil) 0.164 g 5.46 mmol) and 2-bromothiazole (0.417 g, 4.62 mmol) according to the procedure outlined in Example 3a to afford after column chromatography eluting with (10% MeOH/CHCl3 +1% NH3) (616.2 mg, 3.1 mmol, 74% yield) of 2-(1-methyl-2-(S)-pyrrolidinylmethoxy)-thiazole. The pure base was then converted to its hydrochloride salt by treating the amine (109.4 mg, 0.552 mmol) with a satura... The reactants are CCOC(=O)C (EtOAc), CCN(C(C)C)C(C)C (DIEA), CNC (dimethylamine), BrCC1=C(C=CC(=C1)[N+](=O)[O-])F (2-(bromomethyl)-1-fluoro-4-nitrobenzene). Run in C1CCOC1 (THF), C1CCOC1 (THF). Run at time 8 hour. Yields the product FC1=C(C=C(C=C1)[N+](=O)[O-])CN(C)C (1-(2-fluoro-5-nitrophenyl)-N,N-dimethylmethanamine). Isolated yield 83.6%. Reaction SMILES: C[CH2:2][N:3]([CH:7]([CH3:9])C)[CH:4](C)C.CNC.BrC[C:15]1[CH:20]=[C:19]([N+:21]([O-:23])=[O:22])[CH:18]=C[C:16]=1[F:24].CCOC(C)=O>C1COCC1>[F:24][C:16]1[CH:15]=[CH:20][C:19]([N+:21]([O-:23])=[O:22])=[CH:18][C:9]=1[CH2:7][N:3]([CH3:2])[CH3:4]. Procedure details: A −20° C. solution of DIEA (771 mg, 5.97 mmol) and dimethylamine (2.0M in THF, 1.94 mL, 3.88 mmol) in THF (5 mL) was treated drop-wise with a solution of 2-(bromomethyl)-1-fluoro-4-nitrobenzene (698 mg 2.98 mmol) in THF (5 mL) and stirred at RT overnight as the cooling bath expired. The mixture was treated with EtOAc, washed with water, then brine, dried over Na2SO4 and concentrated to dryness to afford 1-(2-fluoro-5-nitrophenyl)-N,N-dimethylmethanamine (494 mg, 84% yield). MS (ESI) m/z: 199.1 [... The reactants are O=C1CCC(=O)O1, CC1=CC(=O)CC2CCC3C4CCC(O)C4(C)CCC3C12C, c1ccncc1. The product is CC1=CC(=O)CC2CCC3C4CCC(OC(=O)CCC(=O)O)C4(C)CCC3C12C. As a reaction SMILES: [C:23]1(=[O:29])[CH2:24][CH2:25][C:26](=[O:27])[O:28]1.[CH3:1][C:2]1=[CH:3][C:4](=[O:22])[CH2:5][CH:6]2[CH2:7][CH2:8][CH:9]3[CH:10]4[CH2:11][CH2:12][CH:13]([OH:21])[C:14]4([CH3:15])[CH2:16][CH2:17][CH:18]3[C:19]12[CH3:20].[cH:30]1[cH:31][cH:32][n:33][cH:34][cH:35]1>>[CH3:1][C:2]1=[CH:3][C:4](=[O:22])[CH2:5][CH:6]2[CH2:7][CH2:8][CH:9]3[CH:10]4[CH2:11][CH2:12][CH:13]([O:21][C:23]([CH2:24][CH2:25][C:26](=[O:27])[OH:28])=[O:29])[C:14]4([CH3:15])[CH2:16][CH2:17][CH:18]3[C:19]12[CH3:20]. Reactants: [Al+3], O=C(O)C1CCc2ccccc21, [H-], [H-], [H-], [H-], [Li+], C1CCOC1, O. Product: OCC1CCc2ccccc21. RXN SMILES: [Al+3:14].[CH:1]1([C:10](=[O:11])[OH:12])[CH2:2][CH2:3][c:4]2[cH:5][cH:6][cH:7][cH:8][c:9]21.[H-:13].[H-:16].[H-:17].[H-:18].[Li+:15].[O:20]1[CH2:21][CH2:22][CH2:23][CH2:24]1.[OH2:19]>>[CH:1]1([CH2:10][OH:11])[CH2:2][CH2:3][c:4]2[cH:5][cH:6][cH:7][cH:8][c:9]21.